This data is from the Open Reaction Database (ORD), a public repository of structured organic reaction records. The task is: describe an organic reaction: reactants, conditions, products, and yield The reactants are COC(=O)c1ccc(=O)n(C)c1Nc1ccc(Br)cc1F, CO, CCOC(C)=O, Cl, [Na+], [OH-], O. Product: Cn1c(Nc2ccc(Br)cc2F)c(C(=O)O)ccc1=O. Reaction SMILES: [CH3:1][O:2][C:3](=[O:4])[c:5]1[c:6]([NH:13][c:14]2[c:15]([F:21])[cH:16][c:17]([Br:20])[cH:18][cH:19]2)[n:7]([CH3:12])[c:8](=[O:11])[cH:9][cH:10]1.[CH3:25][OH:26].[CH3:28][CH2:29][O:30][C:31]([CH3:32])=[O:33].[ClH:24].[Na+:23].[OH-:22].[OH2:27]>>[O:2]=[C:3]([OH:4])[c:5]1[c:6]([NH:13][c:14]2[c:15]([F:21])[cH:16][c:17]([Br:20])[cH:18][cH:19]2)[n:7]([CH3:12])[c:8](=[O:11])[cH:9][cH:10]1.